From a dataset of the Open Reaction Database (ORD), a public repository of structured organic reaction records. describe an organic reaction: reactants, conditions, products, and yield Starting materials: NCc1c(-c2ncco2)n(-c2ccccc2)c2cc(Cl)ccc2c1=O, O=C(O)c1ccnc(N2CCOCC2)c1. The product is O=C(NCc1c(-c2ncco2)n(-c2ccccc2)c2cc(Cl)ccc2c1=O)c1ccnc(N2CCOCC2)c1. Reaction SMILES: [NH2:1][CH2:2][c:3]1[c:4](-[c:21]2[o:22][cH:23][cH:24][n:25]2)[n:5](-[c:15]2[cH:16][cH:17][cH:18][cH:19][cH:20]2)[c:6]2[cH:7][c:8]([Cl:14])[cH:9][cH:10][c:11]2[c:12]1=[O:13].[O:26]1[CH2:27][CH2:28][N:29]([c:32]2[cH:33][c:34]([C:35](=[O:36])[OH:37])[cH:38][cH:39][n:40]2)[CH2:30][CH2:31]1>>[NH:1]([CH2:2][c:3]1[c:4](-[c:21]2[o:22][cH:23][cH:24][n:25]2)[n:5](-[c:15]2[cH:16][cH:17][cH:18][cH:19][cH:20]2)[c:6]2[cH:7][c:8]([Cl:14])[cH:9][cH:10][c:11]2[c:12]1=[O:13])[C:35]([c:34]1[cH:33][c:32]([N:29]2[CH2:28][CH2:27][O:26][CH2:31][CH2:30]2)[n:40][cH:39][cH:38]1)=[O:36]. Starting materials: O=C([O-])O, CCOc1ccc(-c2ccc3c(c2)C=C(C(=O)Nc2ccc(CN(C)C4CCC5(CC4)OCCO5)cc2)CCO3)cc1, C1CCOC1, Cl, [Na+]. Yields the product CCOc1ccc(-c2ccc3c(c2)C=C(C(=O)Nc2ccc(CN(C)C4CCC(=O)CC4)cc2)CCO3)cc1. As a reaction SMILES: [C:44](=[O:45])([OH:46])[O-:47].[CH2:1]([CH3:2])[O:3][c:4]1[cH:5][cH:6][c:7](-[c:10]2[cH:11][cH:12][c:13]3[c:14]([cH:42]2)[CH:15]=[C:16]([C:20](=[O:21])[NH:22][c:23]2[cH:24][cH:25][c:26]([CH2:29][N:30]([CH3:31])[CH:32]4[CH2:33][CH2:34][C:35]5([CH2:36][CH2:37]4)[O:38][CH2:41][CH2:40][O:39]5)[cH:27][cH:28]2)[CH2:17][CH2:18][O:19]3)[cH:8][cH:9]1.[CH2:49]1[O:50][CH2:51][CH2:52][CH2:53]1.[ClH:43].[Na+:48]>>[CH2:1]([CH3:2])[O:3][c:4]1[cH:5][cH:6][c:7](-[c:10]2[cH:11][cH:12][c:13]3[c:14]([cH:42]2)[CH:15]=[C:16]([C:20](=[O:21])[NH:22][c:23]2[cH:24][cH:25][c:26]([CH2:29][N:30]([CH3:31])[CH:32]4[CH2:33][CH2:34][C:35](=[O:38])[CH2:36][CH2:37]4)[cH:27][cH:28]2)[CH2:17][CH2:18][O:19]3)[cH:8][cH:9]1. Starting materials: [Na] (sodium), Cl.C(CCCC)(=N)N (valeramidine hydrochloride), C1(=CC=CC=C1)N=C=O (phenyl isocyanate). Run in CC(=O)C (acetone), CC(=O)C (acetone). Product: C1(=CC=CC=C1)NC(=O)NC(CCCC)=N (1-Phenyl-3-(pentanimidoyl)urea). Reaction SMILES: [Na].Cl.[C:3]([NH2:9])(=[NH:8])[CH2:4][CH2:5][CH2:6][CH3:7].[C:10]1([N:16]=[C:17]=[O:18])[CH:15]=[CH:14][CH:13]=[CH:12][CH:11]=1>CC(C)=O>[C:10]1([NH:16][C:17]([NH:8][C:3](=[NH:9])[CH2:4][CH2:5][CH2:6][CH3:7])=[O:18])[CH:15]=[CH:14][CH:13]=[CH:12][CH:11]=1 |f:1.2,^1:0|. Procedure: Following a procedure similar to that described in Example 23 but using 6.9 g. sodium in 300 ml. dry acetone, 41.1 g. valeramidine hydrochloride, and 35.7 g. phenyl isocyanate in 200 ml. dry acetone, there was obtained after recrystallization from ethyl alcohol 40.3 g. 1-phenyl-3-(pentanimidoyl)urea hydrochloride; m.p. 155.5°-156°C. Starting materials: CC(=O)N(c1ccc(Cl)cc1)C1CC(C)N(C(=O)c2ccc(F)c(O[Si](C)(C)C(C)(C)C)c2)c2ccccc21, CCCC[N+](CCCC)(CCCC)CCCC, ClCCl, [F-]. The product is CC(=O)N(c1ccc(Cl)cc1)C1CC(C)N(C(=O)c2ccc(F)c(O)c2)c2ccccc21. RXN SMILES: [C:1]([Si:2]([CH3:3])([CH3:4])[O:6][c:7]1[cH:8][c:9]([C:10](=[O:11])[N:12]2[CH:13]([CH3:33])[CH2:14][CH:15]([N:22]([C:23]([CH3:24])=[O:25])[c:26]3[cH:27][cH:28][c:29]([Cl:32])[cH:30][cH:31]3)[c:16]3[cH:17][cH:18][cH:19][cH:20][c:21]32)[cH:34][cH:35][c:36]1[F:37])([CH3:5])([CH3:38])[CH3:39].[CH2:41]([N+:42]([CH2:43][CH2:44][CH2:45][CH3:46])([CH2:47][CH2:48][CH2:49][CH3:50])[CH2:51][CH2:52][CH2:53][CH3:54])[CH2:55][CH2:56][CH3:57].[Cl:58][CH2:59][Cl:60].[F-:40]>>[OH:6][c:7]1[cH:8][c:9]([C:10](=[O:11])[N:12]2[CH:13]([CH3:33])[CH2:14][CH:15]([N:22]([C:23]([CH3:24])=[O:25])[c:26]3[cH:27][cH:28][c:29]([Cl:32])[cH:30][cH:31]3)[c:16]3[cH:17][cH:18][cH:19][cH:20][c:21]32)[cH:34][cH:35][c:36]1[F:37].